Dataset: the Open Reaction Database (ORD), a public repository of structured organic reaction records. Task: describe an organic reaction: reactants, conditions, products, and yield Reactants: C(C)N(C(C(N1C=NC=C1)C1=CC2=C(N=C(S2)N)C=C1)CC)C (6-(2-(ethyl(methyl)amino)-1-(1H-imidazol-1-yl)butyl)benzo[d]thiazol-2-amine), C(C)(=O)OC(C)=O (acetic anhydride). Solvent: C1CCOC1 (THF). Conditions: temperature 40 celsius, time 3 day. Yields the product C(C)N(C(C(N1C=NC=C1)C1=CC2=C(N=C(S2)NC(C)=O)C=C1)CC)C (N-(6-(2-(ethyl(methyl)amino)-1-(1H-imidazol-1-yl)butyl)benzo[d]thiazol-2-yl)acetamide). RXN SMILES: [CH2:1]([N:3]([CH3:23])[CH:4]([CH2:21][CH3:22])[CH:5]([C:11]1[CH:20]=[CH:19][C:14]2[N:15]=[C:16]([NH2:18])[S:17][C:13]=2[CH:12]=1)[N:6]1[CH:10]=[CH:9][N:8]=[CH:7]1)[CH3:2].[C:24](OC(=O)C)(=[O:26])[CH3:25]>C1COCC1>[CH2:1]([N:3]([CH3:23])[CH:4]([CH2:21][CH3:22])[CH:5]([C:11]1[CH:20]=[CH:19][C:14]2[N:15]=[C:16]([NH:18][C:24](=[O:26])[CH3:25])[S:17][C:13]=2[CH:12]=1)[N:6]1[CH:10]=[CH:9][N:8]=[CH:7]1)[CH3:2]. Reported procedure: A mixture of 6-(2-(ethyl(methyl)amino)-1-(1H-imidazol-1-yl)butyl)benzo[d]thiazol-2-amine (50 mg, 0.151 mmol) and acetic anhydride (37 mg, 0.37 mmol) in THF (4 mL) was stirred at 40° C. over 3 days. The reaction was quenched with saturated sodium carbonate, extracted with 5% methanol in DCM. The combined organic extracts were dried over Na2SO4, and concentrated in vacuo. The residue was purified by preparative TLC to afford N-(6-(2-(ethyl(methyl)amino)-1-(1H-imidazol-1-yl)butyl)benzo[d]thiazol-2-... Reactants: C(C)OCCBr (2-Bromoethyl ethyl ether), [I-].[Na+] (Sodium iodide), C([O-])([O-])=O.[K+].[K+] (potassium carbonate), ClC1=C(C2=C(C(=N1)N(CC1=CC=CC=C1)CC1=CC=CC=C1)N=C(N2)C)C (6-chloro-2,7-dimethyl-N4,N4 -bis(phenylmethyl)-1H-imidazo[4,5-c]pyridin-4-amine). Solvent: CC(=O)C (acetone). Product: ClC1=C(C2=C(C(=N1)N(CC1=CC=CC=C1)CC1=CC=CC=C1)N=C(N2CCOCC)C)C (6-Chloro-1-(2-ethoxyethyl)-2,7-dimethyl-N4,N4 -bis(phenylmethyl)-1H-imidazo[4,5-c]pyridin-4-amine). The yield is 57.7%. Reaction SMILES: [I-].[Na+].C(=O)([O-])[O-].[K+].[K+].[Cl:9][C:10]1[N:15]=[C:14]([N:16]([CH2:24][C:25]2[CH:30]=[CH:29][CH:28]=[CH:27][CH:26]=2)[CH2:17][C:18]2[CH:23]=[CH:22][CH:21]=[CH:20][CH:19]=2)[C:13]2[N:31]=[C:32]([CH3:34])[NH:33][C:12]=2[C:11]=1[CH3:35].[CH2:36]([O:38][CH2:39][CH2:40]Br)[CH3:37]>CC(C)=O>[Cl:9][C:10]1[N:15]=[C:14]([N:16]([CH2:24][C:25]2[CH:26]=[CH:27][CH:28]=[CH:29][CH:30]=2)[CH2:17][C:18]2[CH:23]=[CH:22][CH:21]=[CH:20][CH:19]=2)[C:13]2[N:31]=[C:32]([CH3:34])[N:33]([CH2:37][CH2:36][O:38][CH2:39][CH3:40])[C:12]=2[C:11]=1[CH3:35] |f:0.1,2.3.4|. Procedure details: Sodium iodide (1.5 g) and potassium carbonate (1 g) were added to a solution of 6-chloro-2,7-dimethyl-N4,N4 -bis(phenylmethyl)-1H-imidazo[4,5-c]pyridin-4-amine (1.0 g, 2.7 mmole) in acetone (250 mL). 2-Bromoethyl ethyl ether (0.5 mL, 4.4 mmole) was added and the reaction mixture was heated at reflux overnight. The reaction mixture was filtered and the filtrate concentrated under vacuum. The residue was partitioned between methylene chloride and water. The methylene chloride phase was separated, ... Starting materials: CCN=C=NCCCN(C)C.Cl (WSC.HCl), C1(=CC=CC=C1)N1N=C(C=C1C1=CC(=CC=C1)OC(F)(F)F)N (1-phenyl-5-(3-(trifluoromethoxy)phenyl)-1H-pyrazol-3-ylamine), C(O)([O-])=O.[Na+] (sodium hydrogen carbonate), O=C1C[C@H](CN1)C(=O)O ((R)-5-oxopyrrolidine-3-carboxylic acid), C=1C=CC2=C(C1)N=NN2O (HOBt). The solvent is O (H2O), O (water), CN(C=O)C (N,N-dimethylformamide). Yields the product C1(=CC=CC=C1)N1N=C(C=C1C1=CC(=CC=C1)OC(F)(F)F)NC(=O)[C@H]1CNC(C1)=O ((R)-5-Oxopyrrolidine-3-carboxylic acid[1-phenyl-5-(3-trifluoromethoxyphenyl)-1H-pyrazol-3-yl]amide). Yield: 83.5%. Reaction SMILES: [C:1]1([N:7]2[C:11]([C:12]3[CH:17]=[CH:16][CH:15]=[C:14]([O:18][C:19]([F:22])([F:21])[F:20])[CH:13]=3)=[CH:10][C:9]([NH2:23])=[N:8]2)[CH:6]=[CH:5][CH:4]=[CH:3][CH:2]=1.[O:24]=[C:25]1[NH:29][CH2:28][C@H:27]([C:30](O)=[O:31])[CH2:26]1.C1C=CC2N(O)N=NC=2C=1.CCN=C=NCCCN(C)C.Cl.C(=O)([O-])O.[Na+]>CN(C)C=O.O>[C:1]1([N:7]2[C:11]([C:12]3[CH:17]=[CH:16][CH:15]=[C:14]([O:18][C:19]([F:22])([F:20])[F:21])[CH:13]=3)=[CH:10][C:9]([NH:23][C:30]([C@@H:27]3[CH2:26][C:25](=[O:24])[NH:29][CH2:28]3)=[O:31])=[N:8]2)[CH:2]=[CH:3][CH:4]=[CH:5][CH:6]=1 |f:3.4,5.6|. Procedure: To a solution of 1-phenyl-5-(3-(trifluoromethoxy)phenyl)-1H-pyrazol-3-ylamine (40 mg) prepared according to the same procedures as Preparation 2 in N,N-dimethylformamide (0.3 ml) were sequentially added (R)-5-oxopyrrolidine-3-carboxylic acid (24 mg) prepared in Preparation 5, HOBt.H2O (29 mg) and WSC.HCl (36 mg), and the mixture was stirred at room temperature overnight. To this reaction solution were added a saturated aqueous solution of sodium hydrogen carbonate and water, and the mixture was ... The reactants are solution, C(CCC)[Li] (n-butyllithium), C(C)(C)NC(C)C (N,N-diisopropylamine), BrC1=C(C=C(C=C1)F)OC (1-bromo-4-fluoro-2-methoxy-benzene), C1=C(C=CC2=CC=CC=C12)C=O (2-naphthoaldehyde). Run in CCCCCC (hexane), O1CCCC1 (tetrahydrofuran), O (water), O1CCCC1 (tetrahydrofuran). Run at time 1 hour. Yields the product BrC=1C(=C(C(=CC1)F)C(O)C1=CC2=CC=CC=C2C=C1)OC ((3-Bromo-6-fluoro-2-methoxy-phenyl)-naphthalen-2-yl-methanol). Isolated yield 82.7%. Reaction SMILES: C([Li])CCC.C(NC(C)C)(C)C.[Br:13][C:14]1[CH:19]=[CH:18][C:17]([F:20])=[CH:16][C:15]=1[O:21][CH3:22].[CH:23]1[C:32]2[C:27](=[CH:28][CH:29]=[CH:30][CH:31]=2)[CH:26]=[CH:25][C:24]=1[CH:33]=[O:34]>CCCCCC.O1CCCC1.O>[Br:13][C:14]1[C:15]([O:21][CH3:22])=[C:16]([CH:33]([C:24]2[CH:25]=[CH:26][C:27]3[C:32](=[CH:31][CH:30]=[CH:29][CH:28]=3)[CH:23]=2)[OH:34])[C:17]([F:20])=[CH:18][CH:19]=1. Procedure details: In an atmosphere of nitrogen gas, 2.38 ml of a 2.66 M solution of n-butyllithium in hexane was added to a solution of 0.64 g of N,N-diisopropylamine in 9 ml tetrahydrofuran at −78° C. After stirring at the same temperature for 1 hour, 1.18 g of 1-bromo-4-fluoro-2-methoxy-benzene obtained in Production Example II-1-a was added dropwise. After stirring at the same temperature for 1 hour and 20 minutes, a solution of 0.99 g of 2-naphthoaldehyde in 4 ml tetrahydrofuran was added dropwise. After stir...